This data is from the Open Reaction Database (ORD), a public repository of structured organic reaction records. The task is: describe an organic reaction: reactants, conditions, products, and yield Reactants: BrC=1C(=C(C(=O)OCC)C=CC1C(=O)OCC)Br (diethyl dibromoterephthalate), C1(=CC=CC=C1)N1C2=CC=CC=C2C=2CC(C=CC12)=C1C=CC2=NC3=CC=CC=C3C2=C1 (9-phenyl-3,3′-bicarbazole). The product is C1(=CC=CC=C1)N1C2=CC=CC=C2C=2C=C(C=CC12)C=1C=CC=2N(C3=CC=CC=C3C2C1)C1=C(C(=O)OC)C=C(C(=C1)C(=O)OC)N1C2=CC=CC=C2C=2C=C(C=CC12)C=1C=CC=2N(C3=CC=CC=C3C2C1)C1=CC=CC=C1 (Dimethyl 2,5-bis-(9′-phenyl-9′H-[3,3′]bicarbazolyl-9-yl)terephthalate). As a reaction SMILES: Br[C:2]1[C:3](Br)=[C:4]([CH:10]=[CH:11][C:12]=1[C:13]([O:15][CH2:16]C)=[O:14])[C:5]([O:7][CH2:8]C)=[O:6].[C:19]1([N:25]2[C:37]3[CH:36]=[CH:35][C:34](=[C:38]4[CH:50]=[C:49]5[C:41](=[N:42][C:43]6[C:48]5=[CH:47][CH:46]=[CH:45][CH:44]=6)[CH:40]=[CH:39]4)[CH2:33][C:32]=3[C:31]3[C:26]2=[CH:27][CH:28]=[CH:29][CH:30]=3)[CH:24]=[CH:23][CH:22]=[CH:21][CH:20]=1>>[C:19]1([N:25]2[C:37]3[CH:36]=[CH:35][C:34]([C:38]4[CH:39]=[CH:40][C:41]5[N:42]([C:3]6[CH:2]=[C:12]([C:13]([O:15][CH3:16])=[O:14])[C:11]([N:42]7[C:41]8[CH:40]=[CH:39][C:38]([C:34]9[CH:35]=[CH:36][C:37]%10[N:25]([C:19]%11[CH:24]=[CH:23][CH:22]=[CH:21][CH:20]=%11)[C:26]%11[C:31]([C:32]=%10[CH:33]=9)=[CH:30][CH:29]=[CH:28][CH:27]=%11)=[CH:50][C:49]=8[C:48]8[C:43]7=[CH:44][CH:45]=[CH:46][CH:47]=8)=[CH:10][C:4]=6[C:5]([O:7][CH3:8])=[O:6])[C:43]6[C:48]([C:49]=5[CH:50]=4)=[CH:47][CH:46]=[CH:45][CH:44]=6)=[CH:33][C:32]=3[C:31]3[C:26]2=[CH:27][CH:28]=[CH:29][CH:30]=3)[CH:24]=[CH:23][CH:22]=[CH:21][CH:20]=1. Procedure: The compound is synthesised by the same procedure as for the corresponding step of Example 5 by reaction of 13.6 g (43 mmol) of diethyl dibromoterephthalate and 39 g (95.9 mmol) of 9-phenyl-3,3′-bicarbazole. The pure product is obtained by recrystallisation. The yield is 31 g (31 mmol), corresponding to 80% of theory. The reactants are [Si](C)(C)(C(C)(C)C)OCC(C1=CC=C(C=C1)C#N)NCC(=O)OC(C)(C)C (tert-butyl 2-(2-(tert-butyldimethylsilyloxy)-1-(4-cyanophenyl)ethylamino)acetate), NO (hydroxylamine). Run in C(C)O (ethanol). The product is [Si](C)(C)(C(C)(C)C)OCC(C1=CC=C(C=C1)C(N)=NO)NCC(=O)OC(C)(C)C (tert-butyl 2-(2-(tert-butyldimethylsilyloxy)-1-(4-(N′-hydroxycarbamimidoyl)phenyl)ethylamino)acetate). The yield is 105.2%. RXN SMILES: [Si:1]([O:8][CH2:9][CH:10]([NH:19][CH2:20][C:21]([O:23][C:24]([CH3:27])([CH3:26])[CH3:25])=[O:22])[C:11]1[CH:16]=[CH:15][C:14]([C:17]#[N:18])=[CH:13][CH:12]=1)([C:4]([CH3:7])([CH3:6])[CH3:5])([CH3:3])[CH3:2].[NH2:28][OH:29]>C(O)C>[Si:1]([O:8][CH2:9][CH:10]([NH:19][CH2:20][C:21]([O:23][C:24]([CH3:27])([CH3:26])[CH3:25])=[O:22])[C:11]1[CH:12]=[CH:13][C:14]([C:17](=[N:28][OH:29])[NH2:18])=[CH:15][CH:16]=1)([C:4]([CH3:7])([CH3:6])[CH3:5])([CH3:3])[CH3:2]. Procedure details: A solution of tert-butyl 2-(2-(tert-butyldimethylsilyloxy)-1-(4-cyanophenyl)ethylamino)acetate (0.496 g; 1.27 mmol) and 50% aqueous hydroxylamine (0.389 mL; 6.49 mmol) in ethanol (5 mL) was heated at 70° C. for 18 hours. The solvent was evaporated in vacuo. The residue was partitioned between DCM and water. The organic phase was poured through a hydrophobic frit and evaporated in vacuo to afford the title compound (0.566 g, 100%). 1H NMR (CDCl3, 400 MHz) δ 7.59 (d, J=8.4 Hz, 2H), 7.39 (d, J=8.0 ... The reactants are C(C1=CC=CC=C1)N1N=CC=C(C1=O)NCC(=O)O ((2-benzyl-3-oxo-2,3-dihydro-pyridazin-4-ylamino)-acetic acid), N=1NC(C=CC1)=O (pyridazinone), Cl.FC(C1=C(OC2CCNCC2)C=CC=C1)(F)F (4-(2-Trifluoromethyl-phenoxy)-piperidine hydrochloride), 4e, C(C1=CC=CC=C1)Br (benzyl bromide). The product is C(C1=CC=CC=C1)N1N=CC=C(C1=O)NCC(N1CCC(CC1)OC1=C(C=CC=C1)C(F)(F)F)=O (2-Benzyl-4-{2-oxo-2-[4-(2-trifluoromethyl-phenoxy)-piperidin-1-yl]-ethylamino}-2H-pyridazin-3-one). Isolated yield 30.0%. RXN SMILES: [CH2:1]([N:8]1[C:13](=[O:14])[C:12]([NH:15][CH2:16][C:17]([OH:19])=O)=[CH:11][CH:10]=[N:9]1)[C:2]1[CH:7]=[CH:6][CH:5]=[CH:4][CH:3]=1.C(Br)C1C=CC=CC=1.N1NC(=O)C=CC=1.Cl.[F:36][C:37]([F:52])([F:51])[C:38]1[CH:50]=[CH:49][CH:48]=[CH:47][C:39]=1[O:40][CH:41]1[CH2:46][CH2:45][NH:44][CH2:43][CH2:42]1>>[CH2:1]([N:8]1[C:13](=[O:14])[C:12]([NH:15][CH2:16][C:17](=[O:19])[N:44]2[CH2:43][CH2:42][CH:41]([O:40][C:39]3[CH:47]=[CH:48][CH:49]=[CH:50][C:38]=3[C:37]([F:36])([F:51])[F:52])[CH2:46][CH2:45]2)=[CH:11][CH:10]=[N:9]1)[C:2]1[CH:3]=[CH:4][CH:5]=[CH:6][CH:7]=1 |f:3.4|. Procedure details: Compound 48 is prepared from (2-benzyl-3-oxo-2,3-dihydro-pyridazin-4-ylamino)-acetic acid (obtained following the operating mode for 4e using benzyl bromide to alkylate nitrogen 2 of pyridazinone) and from intermediate 1a in base form, following synthesis method 2 (yield: 30%). The reactants are O=Cc1ccc(I)c(OCc2ccccc2)c1, Cc1ccccc1, COC(=O)C=P(c1ccccc1)(c1ccccc1)c1ccccc1. RXN SMILES: [CH2:25]([c:26]1[cH:27][cH:28][cH:29][cH:30][cH:31]1)[O:32][c:33]1[cH:34][c:35]([CH:36]=[O:37])[cH:38][cH:39][c:40]1[I:41].[CH3:42][c:43]1[cH:44][cH:45][cH:46][cH:47][cH:48]1.[c:1]1([P:2]([c:3]2[cH:4][cH:5][cH:6][cH:7][cH:8]2)([c:9]2[cH:10][cH:11][cH:12][cH:13][cH:14]2)=[CH:20][C:21](=[O:22])[O:23][CH3:24])[cH:15][cH:16][cH:17][cH:18][cH:19]1>>[CH:20]([C:21](=[O:22])[O:23][CH3:24])=[CH:36][c:35]1[cH:34][c:33]([O:32][CH2:25][c:26]2[cH:27][cH:28][cH:29][cH:30][cH:31]2)[c:40]([I:41])[cH:39][cH:38]1. Product: COC(=O)C=Cc1ccc(I)c(OCc2ccccc2)c1. Starting materials: C(=O)(OCC1C2=CC=CC=C2C2=CC=CC=C12)C1N(CC1N[C@@H](C(=O)NN1C[C@H](CC1)N(C(C(C)C)=O)C1CCCCC1)CC1=CC=C(C=C1)Cl)C ((2R)-2-{Fmoc[1-(methyl)azetidine-3-yl]}amino-N-{(3S)-3-[cyclohexyl(isobutyryl)amino]pyrrolidine-1-yl}-3-(4-chlorophenyl)propionamide). Run in N1CCCCC1.CN(C)C=O (piperidine DMF). Reaction conditions: time 30 minute. The product is CN1CC(C1)N[C@@H](C(=O)NN1C[C@H](CC1)N(C(C(C)C)=O)C1CCCCC1)CC1=CC=C(C=C1)Cl ((2R)-2-[1-(methyl)azetidine-3-yl]amino-N-{(3S)-3-[cyclohexyl(isobutyryl)amino]pyrrolidine-1-yl}-3-(4-chlorophenyl)propionamide). The yield is 10.3%. RXN SMILES: C([CH:18]1[CH:21]([NH:22][C@H:23]([CH2:44][C:45]2[CH:50]=[CH:49][C:48]([Cl:51])=[CH:47][CH:46]=2)[C:24]([NH:26][N:27]2[CH2:31][CH2:30][C@H:29]([N:32]([CH:38]3[CH2:43][CH2:42][CH2:41][CH2:40][CH2:39]3)[C:33](=[O:37])[CH:34]([CH3:36])[CH3:35])[CH2:28]2)=[O:25])[CH2:20][N:19]1[CH3:52])(OCC1C2C(=CC=CC=2)C2C1=CC=CC=2)=O>N1CCCCC1.CN(C=O)C>[CH3:52][N:19]1[CH2:20][CH:21]([NH:22][C@H:23]([CH2:44][C:45]2[CH:46]=[CH:47][C:48]([Cl:51])=[CH:49][CH:50]=2)[C:24]([NH:26][N:27]2[CH2:31][CH2:30][C@H:29]([N:32]([CH:38]3[CH2:43][CH2:42][CH2:41][CH2:40][CH2:39]3)[C:33](=[O:37])[CH:34]([CH3:36])[CH3:35])[CH2:28]2)=[O:25])[CH2:18]1 |f:1.2|. Reported procedure: (2R)-2-{Fmoc[1-(methyl)azetidine-3-yl]}amino-N-{(3S)-3-[cyclohexyl(isobutyryl)amino]pyrrolidine-1-yl}-3-(4-chlorophenyl)propionamide prepared in Step D (71.1 mg, 1 mmol) was dissolved in 50% of piperidine-DMF (2 mL). After being stirred 30 min., the reaction mixture was concentrated in vacuo, and the residue was purified by HPLC to give the title compound (52 mg, 73.5%). Reactants: OC1=CC=C(C(=O)C2=CC=CC=C2)C=C1 (4-hydroxy-benzophenone), OC1=C(C=C(C(=O)C2=C(C=C(C=C2)O)O)C=C1C)C (4,2',4'-trihydroxy-3,5-dimethyl-benzophenone), OC1=CC=C(C(=O)C2=CC=C(C=C2)C(C2=CC=C(C=C2)O)=O)C=C1 (1,4-bis(4-hydroxybenzoyl)-benzene), OC1=CC=C(C(=O)C2=C(C=CC=C2)O)C=C1 (4,2'-dihydroxy-benzophenone), OC1=CC=C(C(=O)C2=CC=C(C=C2)OC)C=C1 (4-hydroxy-4'-methoxy-benzophenone), OC1=CC=C(C(=O)C2=CC(=CC=C2)C(C2=CC=C(C=C2)O)=O)C=C1 (1,3-bis(4-hydroxybenzoyl)-benzene), OC1=CC(=C(C(=O)C2=CC=C(C=C2)O)C(=C1)C)C (4,4'-dihydroxy-2,6-dimethyl-benzophenone), OC1=C(C(=O)C2=CC=CC=C2)C=CC(=C1)O (2,4-dihydroxybenzophenone), OC1=CC=C(C(=O)C2=CC=C(C=C2)Cl)C=C1 (4-hydroxy-4'-chloro-benzophenone), OC1=CC=C(C(=O)C2=CC=C(C=C2)F)C=C1 (4-hydroxy-4'-fluorobenzophenone), OC1=CC=C(C(=O)C2=C(C=C(C=C2)O)O)C=C1 (4,2',4'-trihydroxy-benzophenone). Yields the product OC1=CC=C(C(=O)C2=CC=C(C=C2)O)C=C1 (4,4'-dihydroxy-benzophenone). Reaction SMILES: [OH:1][C:2]1[CH:15]=[CH:14][C:5]([C:6]([C:8]2[CH:13]=[CH:12][CH:11]=[CH:10][CH:9]=2)=[O:7])=[CH:4][CH:3]=1.[OH:16]C1C=CC(C(C2C=CC(Cl)=CC=2)=O)=CC=1.OC1C=CC(C(C2C=CC(F)=CC=2)=O)=CC=1.OC1C=CC(C(C2C=CC=CC=2O)=O)=CC=1.OC1C(C)=CC(C(C2C=CC(O)=CC=2O)=O)=CC=1C.OC1C=CC(C(C2C=CC(O)=CC=2O)=O)=CC=1.OC1C=C(O)C=CC=1C(C1C=CC=CC=1)=O.OC1C=CC(C(C2C=CC(OC)=CC=2)=O)=CC=1.OC1C=C(C)C(C(C2C=CC(O)=CC=2)=O)=C(C)C=1.OC1C=CC(C(C2C=CC(C(=O)C3C=CC(O)=CC=3)=CC=2)=O)=CC=1.OC1C=CC(C(C2C=CC=C(C(=O)C3C=CC(O)=CC=3)C=2)=O)=CC=1>>[OH:1][C:2]1[CH:3]=[CH:4][C:5]([C:6]([C:8]2[CH:13]=[CH:12][C:11]([OH:16])=[CH:10][CH:9]=2)=[O:7])=[CH:14][CH:15]=1. Procedure details: 4-hydroxy-benzophenone; 4-hydroxy-4'-chloro-benzophenone, 4-hydroxy-4'-fluorobenzophenone; 4,2'-dihydroxy-benzophenone; 4,2',4'-trihydroxy-3,5-dimethyl-benzophenone; 4,2',4'-trihydroxy-benzophenone; 2,4-dihydroxybenzophenone; 4-hydroxy-4'-methoxy-benzophenone; 4,4'-dihydroxy-2,6-dimethyl-benzophenone; 4-hydroxy-4'-(4-hydroxybenzoyl)-diphenyl; 1,4-bis(4-hydroxybenzoyl)-benzene; and 1,3-bis(4-hydroxybenzoyl)-benzene.